Dataset: the Open Reaction Database (ORD), a public repository of structured organic reaction records. Task: describe an organic reaction: reactants, conditions, products, and yield Reactants: CCCCP(=CC#N)(CCCC)CCCC, OCc1cccc(C(F)(F)F)c1, COC(=O)c1cc2ccc(F)cc2[nH]1. The product is COC(=O)c1cc2ccc(F)cc2n1Cc1cccc(C(F)(F)F)c1. As a reaction SMILES: [C:27]([CH:28]=[P:29]([CH2:30][CH2:31][CH2:32][CH3:33])([CH2:34][CH2:35][CH2:36][CH3:37])[CH2:38][CH2:39][CH2:40][CH3:41])#[N:42].[F:15][C:16]([c:17]1[cH:18][c:19]([CH2:23][OH:24])[cH:20][cH:21][cH:22]1)([F:25])[F:26].[F:1][c:2]1[cH:3][cH:4][c:5]2[cH:6][c:7]([C:11](=[O:12])[O:13][CH3:14])[nH:8][c:9]2[cH:10]1>>[F:1][c:2]1[cH:3][cH:4][c:5]2[cH:6][c:7]([C:11](=[O:12])[O:13][CH3:14])[n:8]([CH2:23][c:19]3[cH:18][c:17]([C:16]([F:15])([F:25])[F:26])[cH:22][cH:21][cH:20]3)[c:9]2[cH:10]1. The reactants are OC(C(=O)O)(C)C (2-hydroxyisobutyric acid), C(CCCCCCC)N(CCCCCCCC)CCCCCCCC (trioctylamine), C(CCCCCCC)N(CCCCCCCC)CCCCCCCC (TOA), OC(C(=O)O)(C)C (2-hydroxyisobutyric acid). Yields the product C(CCCCCCC)[NH+](CCCCCCCC)CCCCCCCC (trioctylammonium), C(CCCCCCC)N(CCCCCCCC)CCCCCCCC.OC(C(=O)O)(C)C (TOA 2-hydroxyisobutyric acid). RXN SMILES: [OH:1][C:2]([CH3:7])([CH3:6])[C:3]([OH:5])=[O:4].[CH2:8]([N:16]([CH2:25][CH2:26][CH2:27][CH2:28][CH2:29][CH2:30][CH2:31][CH3:32])[CH2:17][CH2:18][CH2:19][CH2:20][CH2:21][CH2:22][CH2:23][CH3:24])[CH2:9][CH2:10][CH2:11][CH2:12][CH2:13][CH2:14][CH3:15]>>[CH2:25]([NH+:16]([CH2:8][CH2:9][CH2:10][CH2:11][CH2:12][CH2:13][CH2:14][CH3:15])[CH2:17][CH2:18][CH2:19][CH2:20][CH2:21][CH2:22][CH2:23][CH3:24])[CH2:26][CH2:27][CH2:28][CH2:29][CH2:30][CH2:31][CH3:32].[CH2:25]([N:16]([CH2:8][CH2:9][CH2:10][CH2:11][CH2:12][CH2:13][CH2:14][CH3:15])[CH2:17][CH2:18][CH2:19][CH2:20][CH2:21][CH2:22][CH2:23][CH3:24])[CH2:26][CH2:27][CH2:28][CH2:29][CH2:30][CH2:31][CH3:32].[OH:1][C:2]([CH3:7])([CH3:6])[C:3]([OH:5])=[O:4] |f:3.4|. Reported procedure: A trioctylammonium salt solution was prepared by mixing 2-hydroxyisobutyric acid (2-HIB) with trioctylamine (TOA). For this, 10 g of 2-hydroxyisobutyric acid were weighed in and dissolved in 90 g of TOA. This initial weight results in a stoichiometric ratio of TOA/2-hydroxyisobutyric acid of 2.64. 50.6 g of this trioctylammonium salt solution were initially introduced in a rotary evaporator. For the thermal salt splitting, an absolute pressure of 27 mbar was established by means of a vacuum pump... Procedure: A ~3:1 mixture of 4-(N,N-di-(tert-butylcarbonyl)-amino)-2-(2,2,2-trifluoroethoxy)phenylacetonitrile and 4-(tert-butylcarbonylamino)-2-(2,2,2-trifluoroethoxy)phenylacetonitrile (1.1 g) from Step 5 above was refluxed in a 1:1 mixture of acetic acid and concentrated aqueous HCl for 3 h. The solvents were removed under reduced pressure. The residue was dissolved in water and the solvent was evaporated under reduced pressure to remove residual acetic acid. 4-Amino-2-(2,2,2-trifluoroethoxy)phenylaceti... The reactants are Cl (HCl), C(C)(=O)O (acetic acid), C(C)(C)(C)C(=O)N(C(=O)C(C)(C)C)C1=CC(=C(C=C1)CC#N)OCC(F)(F)F (4-(N,N-di-(tert-butylcarbonyl)-amino)-2-(2,2,2-trifluoroethoxy)phenylacetonitrile), C(C)(C)(C)C(=O)NC1=CC(=C(C=C1)CC#N)OCC(F)(F)F (4-(tert-butylcarbonylamino)-2-(2,2,2-trifluoroethoxy)phenylacetonitrile). RXN SMILES: C(C([N:7]([C:14]1[CH:19]=[CH:18][C:17](CC#N)=[C:16]([O:23][CH2:24][C:25]([F:28])([F:27])[F:26])[CH:15]=1)C(C(C)(C)C)=O)=O)(C)(C)C.C(C(NC1C=CC(CC#N)=C(OCC(F)(F)F)C=1)=O)(C)(C)C.[ClH:51].[C:52]([OH:55])(=[O:54])[CH3:53]>>[ClH:51].[NH2:7][C:14]1[CH:19]=[CH:18][C:17]([CH2:53][C:52]([OH:55])=[O:54])=[C:16]([O:23][CH2:24][C:25]([F:26])([F:27])[F:28])[CH:15]=1 |f:4.5|. The product is Cl.NC1=CC(=C(C=C1)CC(=O)O)OCC(F)(F)F (4-Amino-2-(2,2,2-trifluoroethoxy)phenylacetic acid hydrochloride). Reactants: COC(=O)C(Br)c1ccc(Oc2ccc(Cl)cc2)cc1, C[O-], CO, ClC(Cl)Cl, Oc1cc(Cl)c(Cl)c(Cl)c1, [I-], [K+], [Na+], c1ccccc1. Yields the product COC(=O)C(Oc1cc(Cl)c(Cl)c(Cl)c1)c1ccc(Oc2ccc(Cl)cc2)cc1. Reaction SMILES: [Br:14][CH:15]([C:16](=[O:17])[O:18][CH3:19])[c:20]1[cH:21][cH:22][c:23]([O:26][c:27]2[cH:28][cH:29][c:30]([Cl:33])[cH:31][cH:32]2)[cH:24][cH:25]1.[CH3:11][O-:12].[CH3:34][OH:35].[CH:44]([Cl:45])([Cl:46])[Cl:47].[Cl:1][c:2]1[cH:3][c:4]([OH:10])[cH:5][c:6]([Cl:9])[c:7]1[Cl:8].[I-:43].[K+:42].[Na+:13].[cH:36]1[cH:37][cH:38][cH:39][cH:40][cH:41]1>>[Cl:1][c:2]1[cH:3][c:4]([O:10][CH:15]([C:16](=[O:17])[O:18][CH3:19])[c:20]2[cH:21][cH:22][c:23]([O:26][c:27]3[cH:28][cH:29][c:30]([Cl:33])[cH:31][cH:32]3)[cH:24][cH:25]2)[cH:5][c:6]([Cl:9])[c:7]1[Cl:8]. Reactants: [Br-], O=C([O-])[O-], Ic1ncccc1OCc1ccccc1, C=CC(=O)OC, CCCC[N+](CCCC)(CCCC)CCCC, CN(C)C=O, [K+], [K+], CC(=O)[O-], CC(=O)[O-], [Pd+2]. Yields the product COC(=O)C=Cc1ncccc1OCc1ccccc1. As a reaction SMILES: [Br-:28].[C:1](=[O:2])([O-:3])[O-:4].[CH2:7]([c:8]1[cH:9][cH:10][cH:11][cH:12][cH:13]1)[O:14][c:15]1[c:16]([I:21])[n:17][cH:18][cH:19][cH:20]1.[CH3:22][O:23][C:24]([CH:25]=[CH2:26])=[O:27].[CH3:29][CH2:30][CH2:31][CH2:32][N+:33]([CH2:34][CH2:35][CH2:36][CH3:37])([CH2:38][CH2:39][CH2:40][CH3:41])[CH2:42][CH2:43][CH2:44][CH3:45].[CH3:46][N:47]([CH3:48])[CH:49]=[O:50].[K+:5].[K+:6].[O-:52][C:53]([CH3:54])=[O:55].[O-:56][C:57]([CH3:58])=[O:59].[Pd+2:51]>>[CH2:7]([c:8]1[cH:9][cH:10][cH:11][cH:12][cH:13]1)[O:14][c:15]1[c:16]([CH:26]=[CH:25][C:24]([O:23][CH3:22])=[O:27])[n:17][cH:18][cH:19][cH:20]1. Starting materials: CC(C)(C)P(c1ccccc1-c1ccccc1)C(C)(C)C, CC(C)(C)O, C1COCCOCCOCCOCCOCCO1, Cc1ccc(I)c(F)c1, CC(C)(C)[O-], [Na+], O=C(C=Cc1ccccc1)C=Cc1ccccc1, O=C(C=Cc1ccccc1)C=Cc1ccccc1, O=C(C=Cc1ccccc1)C=Cc1ccccc1, O=C1N(C2CCC(O)CC2)CCC12CCCNC2, [Pd], [Pd]. Product: Cc1ccc(N2CCCC3(CCN(C4CCC(O)CC4)C3=O)C2)c(F)c1. RXN SMILES: [C:52]([P:53]([C:54]([CH3:55])([CH3:56])[CH3:57])[c:58]1[cH:59][cH:60][cH:61][cH:62][c:63]1-[c:64]1[cH:65][cH:66][cH:67][cH:68][cH:69]1)([CH3:70])([CH3:71])[CH3:72].[C:73]([OH:74])([CH3:75])([CH3:76])[CH3:77].[CH2:34]1[O:35][CH2:36][CH2:37][O:38][CH2:39][CH2:40][O:41][CH2:42][CH2:43][O:44][CH2:45][CH2:46][O:47][CH2:48][CH2:49][O:50][CH2:51]1.[CH3:19][c:20]1[cH:21][c:22]([F:27])[c:23]([I:26])[cH:24][cH:25]1.[CH3:28][C:29]([CH3:30])([O-:31])[CH3:32].[Na+:33].[O:116]=[C:117]([CH:118]=[CH:119][c:120]1[cH:121][cH:122][cH:123][cH:124][cH:125]1)[CH:126]=[CH:127][c:128]1[cH:129][cH:130][cH:131][cH:132][cH:133]1.[O:80]=[C:81]([CH:82]=[CH:83][c:84]1[cH:85][cH:86][cH:87][cH:88][cH:89]1)[CH:90]=[CH:91][c:92]1[cH:93][cH:94][cH:95][cH:96][cH:97]1.[O:98]=[C:99]([CH:100]=[CH:101][c:102]1[cH:103][cH:104][cH:105][cH:106][cH:107]1)[CH:108]=[CH:109][c:110]1[cH:111][cH:112][cH:113][cH:114][cH:115]1.[OH:1][CH:2]1[CH2:3][CH2:4][CH:5]([N:8]2[C:9](=[O:18])[C:10]3([CH2:11][CH2:12]2)[CH2:13][NH:14][CH2:15][CH2:16][CH2:17]3)[CH2:6][CH2:7]1.[Pd:78].[Pd:79]>>[OH:1][CH:2]1[CH2:3][CH2:4][CH:5]([N:8]2[C:9](=[O:18])[C:10]3([CH2:11][CH2:12]2)[CH2:13][N:14]([c:23]2[c:22]([F:27])[cH:21][c:20]([CH3:19])[cH:25][cH:24]2)[CH2:15][CH2:16][CH2:17]3)[CH2:6][CH2:7]1. Starting materials: BrCC1=C(C=C2C=CC=3OC(C(C3C2=C1)(C)C)=O)C#N (8-bromomethyl-1,2-dihydro-1,1-dimethyl-2-oxonaphtho[2,1-b]furan-7-carbonitrile), N1N=CN=C1.[Na] (sodium 1,2,4-triazole), O (water). Run in CN(C=O)C (N,N-dimethylformamide). Conditions: time 4 hour. The product is CC1(C2=C(OC1=O)C=CC1=CC(=C(C=C12)CN1N=CN=C1)C#N)C (1,2-dihydro-1,1-dimethyl-2-oxo-8-(1H-1,2,4-triazol-1-ylmethyl)naphtho(2,1-b)-furan-7-carbonitrile). Reaction SMILES: Br[CH2:2][C:3]1[CH:15]=[C:14]2[C:6]([CH:7]=[CH:8][C:9]3[O:10][C:11](=[O:18])[C:12]([CH3:17])([CH3:16])[C:13]=32)=[CH:5][C:4]=1[C:19]#[N:20].[NH:21]1[CH:25]=[N:24][CH:23]=[N:22]1.[Na].O>CN(C)C=O>[CH3:16][C:12]1([CH3:17])[C:11](=[O:18])[O:10][C:9]2[CH:8]=[CH:7][C:6]3[C:14]([C:13]1=2)=[CH:15][C:3]([CH2:2][N:21]1[CH:25]=[N:24][CH:23]=[N:22]1)=[C:4]([C:19]#[N:20])[CH:5]=3 |f:1.2,^1:25|. Procedure: A solution of 8-bromomethyl-1,2-dihydro-1,1-dimethyl-2-oxonaphtho[2,1-b]furan-7-carbonitrile in N,N-dimethylformamide (3 ml) was treated with sodium 1,2,4-triazole (0.18 g) and the mixture was stirred at room temperature for 4 h, then treated with water (20 ml). The mixture was extracted twice with ethyl acetate and the combined extracts were dried and evaporated to dryness under reduced pressure. The residue was purified by flash chromatography using methanol:ethyl acetate, 1:99 v/v, as eluant ...